Dataset: the Open Reaction Database (ORD), a public repository of structured organic reaction records. Task: describe an organic reaction: reactants, conditions, products, and yield Starting materials: O=S(=O)(O)O, O=S(Cl)Cl, CC(C(O)=S)c1ccccc1, c1ccccc1. Product: [Cl-], CC(C(O)=S)c1ccccc1. As a reaction SMILES: [S:12](=[O:13])(=[O:14])([OH:15])[OH:16].[S:17]([Cl:18])([Cl:19])=[O:20].[c:1]1([CH:7]([C:8](=[S:9])[OH:10])[CH3:11])[cH:2][cH:3][cH:4][cH:5][cH:6]1.[cH:21]1[cH:22][cH:23][cH:24][cH:25][cH:26]1>>[Cl-:19].[c:1]1([CH:7]([C:8](=[S:9])[OH:10])[CH3:11])[cH:2][cH:3][cH:4][cH:5][cH:6]1. Reactants: NC1=NC(=C(C(=N1)S(=O)C)C#N)C1=C(C=CC=C1)OC (2-amino-4-methanesulfinyl-6-(2-methoxy-phenyl)-pyrimidine-5-carbonitrile), OCCC1=NC=CC=C1 (2-(2-hydroxyethyl)pyridine), C1CCC2=NCCCN2CC1 (DBU). Solvent: COCCOC (DME). The product is NC1=NC(=C(C(=N1)C1=C(C=CC=C1)OC)C#N)OCCC1=NC=CC=C1 (2-Amino-4-(2-methoxy-phenyl)-6-(2-pyridin-2-yl-ethoxy)-pyrimidine-5-carbonitrile). RXN SMILES: [NH2:1][C:2]1[N:7]=[C:6](S(C)=O)[C:5]([C:11]#[N:12])=[C:4]([C:13]2[CH:18]=[CH:17][CH:16]=[CH:15][C:14]=2[O:19][CH3:20])[N:3]=1.[OH:21][CH2:22][CH2:23][C:24]1[CH:29]=[CH:28][CH:27]=[CH:26][N:25]=1.C1CCN2C(=NCCC2)CC1>COCCOC>[NH2:1][C:2]1[N:3]=[C:4]([C:13]2[CH:18]=[CH:17][CH:16]=[CH:15][C:14]=2[O:19][CH3:20])[C:5]([C:11]#[N:12])=[C:6]([O:21][CH2:22][CH2:23][C:24]2[CH:29]=[CH:28][CH:27]=[CH:26][N:25]=2)[N:7]=1. Reported procedure: From 2-amino-4-methanesulfinyl-6-(2-methoxy-phenyl)-pyrimidine-5-carbonitrile, 2-(2-hydroxyethyl)pyridine and DBU in DME. ES-MS m/e (%): 348 (M+H+, 100). The reactants are ClC1=C(C=C(C(=O)O)C=C1)[N+](=O)[O-] (4-chloro-3-nitrobenzoic acid), C1(CC1)N (cyclopropylamine), ClC1=CC=C(C2=CC=C(C=C2C2=NC3=CC=C(C=C3C=C2)C2=NC3=C(N2CC)C=CC(=C3)C(=O)O)OC)C=C1 (2-[2-(4′-chloro-4-methoxy-biphen-2-yl)-quinolin-6-yl]-1-ethyl-1H-benzoimidazole-5-carboxylic acid). Yields the product ClC1=CC=C(C2=CC=C(C=C2C2=NC3=CC=C(C=C3C=C2)C2=NC3=C(N2C2CC2)C=CC(=C3)C(=O)O)OC)C=C1 (2-[2-(4′-chloro-4-methoxy-biphen-2-yl)-quinolin-6-yl]-1-cyclopropyl-1H-benzoimidazole-5-carboxylic acid). Reaction SMILES: Cl[C:2]1[CH:10]=[CH:9][C:5]([C:6]([OH:8])=[O:7])=[CH:4][C:3]=1[N+:11]([O-])=O.C1(N)CC1.[Cl:18][C:19]1[CH:56]=[CH:55][C:22]([C:23]2[C:28]([C:29]3[CH:38]=[CH:37][C:36]4[C:31](=[CH:32][CH:33]=[C:34]([C:39]5N(CC)C6C=C[C:48](C(O)=O)=[CH:49][C:41]=6[N:40]=5)[CH:35]=4)[N:30]=3)=[CH:27][C:26]([O:53][CH3:54])=[CH:25][CH:24]=2)=[CH:21][CH:20]=1>>[Cl:18][C:19]1[CH:20]=[CH:21][C:22]([C:23]2[C:28]([C:29]3[CH:38]=[CH:37][C:36]4[C:31](=[CH:32][CH:33]=[C:34]([C:39]5[N:40]([CH:41]6[CH2:49][CH2:48]6)[C:2]6[CH:10]=[CH:9][C:5]([C:6]([OH:8])=[O:7])=[CH:4][C:3]=6[N:11]=5)[CH:35]=4)[N:30]=3)=[CH:27][C:26]([O:53][CH3:54])=[CH:25][CH:24]=2)=[CH:55][CH:56]=1. Procedure details: The title compound was prepared from Resin 534a and cyclopropylamine according to the procedure described in the preparation of Compound 534. Reactants: BrC1=C2CCC(C2=CC=C1)O (4-bromo-1-indanol), C1(=CC=C(C=C1)S(=O)(=O)O)C (paratoluene sulphonic acid). Reagents/catalysts: C(C)(C)(C)C=1C=C(C(O)=CC1)O (4-tertbutylcatechol). Run in C1(=CC=CC=C1)C (toluene). Reaction conditions: temperature 20 celsius. Yields the product BrC1=C2CC=CC2=CC=C1 (4-bromo-3H-indene). The yield is 89.6%. Reaction SMILES: [Br:1][C:2]1[CH:10]=[CH:9][CH:8]=[C:7]2[C:3]=1[CH2:4][CH2:5][CH:6]2O.C1(C)C=CC(S(O)(=O)=O)=CC=1>C1(C)C=CC=CC=1.C(C1C=C(O)C(=CC=1)O)(C)(C)C>[Br:1][C:2]1[CH:10]=[CH:9][CH:8]=[C:7]2[C:3]=1[CH2:4][CH:5]=[CH:6]2. Reported procedure: 30 g of 4-bromo-1-indanol is dissolved in 720 ml of toluene, 27 g of paratoluene sulphonic acid is added, then 0.93 g of 4-tertbutylcatechol is added. The mixture is taken to reflux for one hour. After cooling to 20° C., the organic phase is washed with 25 ml of N sodium hydroxide, dried and concentrated to dryness, and the residue is chromatographed on silica, eluting with a hexane-difluoro dichloro ethane mixture (95-5), and 24.6 g of expected product is isolated.